Dataset: the Open Reaction Database (ORD), a public repository of structured organic reaction records. Task: describe an organic reaction: reactants, conditions, products, and yield Procedure: The title compound was prepared from (2-nitro-4-trifluoromethyl-phenyl)-carbamic acid tert-butyl ester (Example A4) (30.0 g, 98 mmol) by hydrogenation with 10% Pd/C according to the general procedure J (method a). Obtained as a light yellow solid (26.5 g). The reagents and catalysts are [Pd] (Pd/C). RXN SMILES: [C:1]([O:5][C:6](=[O:21])[NH:7][C:8]1[CH:13]=[CH:12][C:11]([C:14]([F:17])([F:16])[F:15])=[CH:10][C:9]=1[N+:18]([O-])=O)([CH3:4])([CH3:3])[CH3:2]>[Pd]>[C:1]([O:5][C:6](=[O:21])[NH:7][C:8]1[CH:13]=[CH:12][C:11]([C:14]([F:17])([F:16])[F:15])=[CH:10][C:9]=1[NH2:18])([CH3:4])([CH3:2])[CH3:3]. The product is C(C)(C)(C)OC(NC1=C(C=C(C=C1)C(F)(F)F)N)=O ((2-Amino-4-trifluoromethyl-phenyl)-carbamic acid tert-butyl ester), solid. The reactants are C(C)(C)(C)OC(NC1=C(C=C(C=C1)C(F)(F)F)[N+](=O)[O-])=O ((2-nitro-4-trifluoromethyl-phenyl)-carbamic acid tert-butyl ester). Reactants: ClC=1C(=C(C=CC1)C(O)C1=C(C=CC=C1)OC)OCOC ((3-Chloro-2-methoxymethoxyphenyl)(2-methoxyphenyl)methanol), C([O-])(O)=O.[Na+] (sodium bicarbonate), C(C)[SiH](CC)CC (triethylsilane), FC(C(=O)O)(F)F (trifluoroacetic acid). Solvent: C(Cl)Cl (methylene chloride), C(Cl)Cl (methylene chloride). Product: ClC=1C(=C(C=CC1)CC1=C(C=CC=C1)OC)O ((3-Chloro-2-hydroxyphenyl)-(2-methoxyphenyl)methane). Reaction SMILES: [Cl:1][C:2]1[C:3]([O:18]COC)=[C:4]([CH:8]([C:10]2[CH:15]=[CH:14][CH:13]=[CH:12][C:11]=2[O:16][CH3:17])O)[CH:5]=[CH:6][CH:7]=1.C([SiH](CC)CC)C.FC(F)(F)C(O)=O.C(=O)(O)[O-].[Na+]>C(Cl)Cl>[Cl:1][C:2]1[C:3]([OH:18])=[C:4]([CH2:8][C:10]2[CH:15]=[CH:14][CH:13]=[CH:12][C:11]=2[O:16][CH3:17])[CH:5]=[CH:6][CH:7]=1 |f:3.4|. Procedure: (3-Chloro-2-methoxymethoxyphenyl)(2-methoxyphenyl)methanol (15.27 g, 49 mmol) was combined with 15.97 g (100 mmol) of triethylsilane in 150 ml of methylene chloride and to this was added at ambient temperature with stirring under nitrogen 14.8 g (130 mmol) of trifluoroacetic acid. The mixture was stirred for 4 hours and was then poured into saturated aqueous sodium bicarbonate. Additional methylene chloride was added and the organic phase was recovered, dried over magnesium sulfate, and concentr... Starting materials: OC1CCCC=2C=C(C=NC12)C (8-Hydroxy-3-methyl-5,6,7,8-tetrahydroquinoline). The reagents and catalysts are [O-2].[O-2].[Mn+4] (manganese dioxide). Run in C(Cl)Cl (methylene chloride). The product is CC=1C=NC=2C(CCCC2C1)=O (5,6-dihydro-3-methyl-7H-quinolin-8-one). RXN SMILES: [OH:1][CH:2]1[C:11]2[N:10]=[CH:9][C:8]([CH3:12])=[CH:7][C:6]=2[CH2:5][CH2:4][CH2:3]1>C(Cl)Cl.[O-2].[O-2].[Mn+4]>[CH3:12][C:8]1[CH:9]=[N:10][C:11]2[C:2](=[O:1])[CH2:3][CH2:4][CH2:5][C:6]=2[CH:7]=1 |f:2.3.4|. Procedure: 8-Hydroxy-3-methyl-5,6,7,8-tetrahydroquinoline (42.5g) in methylene chloride (21/21) was stirred at room temperature with manganese dioxide (425g) for 16 hours. The manganese dioxide was removed by filtration and washed with methylene chloride. The filtrate was evaporated to dryness under reduced pressure and the residue was distilled to give 5,6-dihydro-3-methyl-7H-quinolin-8-one (30g) b.p. 142°-4° C at 0.5mm. Starting materials: O=C([O-])O, CCOC(=O)c1c[nH]c2c(F)cc(OC)cc2c1=O, [Na+], CN(C)C=O, O, BrP(Br)Br. Product: CCOC(=O)c1cnc2c(F)cc(OC)cc2c1Br. Reaction SMILES: [C:24](=[O:25])([OH:26])[O-:27].[F:1][c:2]1[cH:3][c:4]([O:18][CH3:19])[cH:5][c:6]2[c:7](=[O:17])[c:8]([C:12](=[O:13])[O:14][CH2:15][CH3:16])[cH:9][nH:10][c:11]12.[Na+:28].[O:29]=[CH:30][N:31]([CH3:32])[CH3:33].[OH2:34].[P:20]([Br:21])([Br:22])[Br:23]>>[F:1][c:2]1[cH:3][c:4]([O:18][CH3:19])[cH:5][c:6]2[c:7]([Br:21])[c:8]([C:12](=[O:13])[O:14][CH2:15][CH3:16])[cH:9][n:10][c:11]12. Starting materials: O (water), ClC1=C(NC(=C(C1=O)C1=CC=C(C=C1)OC1=CC=C(C=C1)OC(F)(F)F)C)C (3-Chloro-5-(4-(4-trifluoromethoxyphenoxy)phenyl)-2,6-dimethyl pyridin-4(1H)-one), C(C)(=O)Cl (acetyl chloride), [H-].[Na+] (sodium hydride). Run in CN(C)C=O (DMF). Conditions: time 2 hour. Yields the product C(C)(=O)OC1=C(C(=NC(=C1C1=CC=C(C=C1)OC1=CC=C(C=C1)OC(F)(F)F)C)C)Cl (4-Acetoxy-3-chloro-2,6-dimethyl-5-[4-(4-trifluoromethoxyphenoxy)phenyl]pyridine). Reaction SMILES: [Cl:1][C:2]1[C:7](=[O:8])[C:6]([C:9]2[CH:14]=[CH:13][C:12]([O:15][C:16]3[CH:21]=[CH:20][C:19]([O:22][C:23]([F:26])([F:25])[F:24])=[CH:18][CH:17]=3)=[CH:11][CH:10]=2)=[C:5]([CH3:27])[NH:4][C:3]=1[CH3:28].[H-].[Na+].[C:31](Cl)(=[O:33])[CH3:32].O>CN(C=O)C>[C:31]([O:8][C:7]1[C:6]([C:9]2[CH:14]=[CH:13][C:12]([O:15][C:16]3[CH:21]=[CH:20][C:19]([O:22][C:23]([F:24])([F:25])[F:26])=[CH:18][CH:17]=3)=[CH:11][CH:10]=2)=[C:5]([CH3:27])[N:4]=[C:3]([CH3:28])[C:2]=1[Cl:1])(=[O:33])[CH3:32] |f:1.2|. Procedure details: To a stirred suspension of 3-Chloro-5-(4-(4-trifluoromethoxyphenoxy)phenyl)-2,6-dimethyl pyridin-4(1H)-one (0.41 g) in dry DMF, under nitrogen, was added all at once sodium hydride (0.05 g of a 60% dispersion in mineral oil). After stirring at rt for 30 min acetyl chloride (0.14 ml) was added. The mixture was stirred at rt for a further 2 hr, poured into iced water, extracted with ether, washed with water and satd. aq. sodium bicarbonate and dried over magnesium sulphate. Evaporation gave an oil... Reactants: CC1=C(NC2=CC=CC=C12)CCNC(C)C=1N=CN(C1C)C(C1=CC=CC=C1)(C1=CC=CC=C1)C1=CC=CC=C1 (3-methyl-2-[2-[[1-(5-methyl-1-trityl-1H-imidazol-4-yl)ethyl]amino]ethyl]indole), N,N'-carbonyldiimidazole, C1CCC2=NCCCN2CC1 (1.8-diazabicyclo[5.4.0]-7-undecene), O1CCCC1 (tetrahydrofuran). Solvent: C(C)(=O)OCC (ethyl acetate). Yields the product CC1=C2N(C3=CC=CC=C13)C(N(CC2)C(C)C=2N=CN(C2C)C(C2=CC=CC=C2)(C2=CC=CC=C2)C2=CC=CC=C2)=O (3,4-dihydro-5-methyl-2-[1-(5-methyl-1-trityl-1H-imidazol-4-yl)ethyl]-pyrimido[1,6-a]indol-1(2H)-one). As a reaction SMILES: [CH3:1][C:2]1[C:10]2[C:5](=[CH:6][CH:7]=[CH:8][CH:9]=2)[NH:4][C:3]=1[CH2:11][CH2:12][NH:13][CH:14]([C:16]1[N:17]=[CH:18][N:19]([C:22]([C:35]2[CH:40]=[CH:39][CH:38]=[CH:37][CH:36]=2)([C:29]2[CH:34]=[CH:33][CH:32]=[CH:31][CH:30]=2)[C:23]2[CH:28]=[CH:27][CH:26]=[CH:25][CH:24]=2)[C:20]=1[CH3:21])[CH3:15].C1CCN2C(=NCCC2)CC1.[O:52]1CCC[CH2:53]1>C(OCC)(=O)C>[CH3:1][C:2]1[C:10]2[C:5](=[CH:6][CH:7]=[CH:8][CH:9]=2)[N:4]2[C:53](=[O:52])[N:13]([CH:14]([C:16]3[N:17]=[CH:18][N:19]([C:22]([C:29]4[CH:30]=[CH:31][CH:32]=[CH:33][CH:34]=4)([C:23]4[CH:24]=[CH:25][CH:26]=[CH:27][CH:28]=4)[C:35]4[CH:40]=[CH:39][CH:38]=[CH:37][CH:36]=4)[C:20]=3[CH3:21])[CH3:15])[CH2:12][CH2:11][C:3]=12. Procedure details: A mixture of 3-methyl-2-[2-[[1-(5-methyl-1-trityl-1H-imidazol-4-yl)ethyl]amino]ethyl]indole (262 mg), N,N'-carbonyldiimidazole (210 mg), 1.8-diazabicyclo[5.4.0]-7-undecene (84 mg) and molecular sieves (100 mg) in dry tetrahydrofuran (3 ml) was stirred at reflux for 2 hours. The reaction mixture was diluted with ethyl acetate, washed with water and brine, dried over anhydrous magnesium sulfate and evaporated in vacuo. The residue was chromatographed over silica gel (eluted with 5% methanol in chl... Reactants: Cl.O.N1CCC(CC1)=O (4-Piperidone monohydrate hydrochloride), Cl.C1(=CC=CC=C1)NN (phenylhydrazine hydrochloride). Solvent: C(C)O (ethanol). The product is Cl.C1NCCC=2NC=3C=CC=CC3C21 (2,3,4,5-Tetrahydro-1H-pyrido[4,3-b]indole hydrochloride). The yield is 87.6%. As a reaction SMILES: [ClH:1].O.[NH:3]1[CH2:8][CH2:7][C:6](=O)[CH2:5][CH2:4]1.Cl.[C:11]1([NH:17]N)[CH:16]=[CH:15][CH:14]=[CH:13][CH:12]=1>C(O)C>[ClH:1].[CH2:4]1[C:5]2[C:16]3[CH:15]=[CH:14][CH:13]=[CH:12][C:11]=3[NH:17][C:6]=2[CH2:7][CH2:8][NH:3]1 |f:0.1.2,3.4,6.7|. Procedure details: 4-Piperidone monohydrate hydrochloride (10 g, 65.1 mmol) and phenylhydrazine hydrochloride (9.4 g, 65.1 mmol) are suspended in ethanol (200 ml) and stirred at reflux overnight. The resulting solid is filtered off and washed with diethyl ether to afford pure sub-title compound (11.9 g) in 88% yield. tR (LC-2) 0.89; ESI-MS (positive ion): m/z 173.34 [M+H]+ (calcd 172.23 for C11H12N2). Starting materials: ClC=1C=CC(=C(C1)C1=CC(N(C=C1)C(C(=O)O)CCCC)=O)C#N (2-[4-(5-Chloro-2-cyanophenyl)-2-oxopyridin-1(2H)-yl]hexanoic acid), N1N=NN=C1C1=CC=C(N)C=C1 (4-(1H-tetrazol-5-yl)aniline). Product: ClC=1C=CC(=C(C1)C1=CC(N(C=C1)C(C(=O)NC1=CC=C(C=C1)C1=NN=NN1)CCCC)=O)C#N (2-[4-(5-Chloro-2-cyanophenyl)-2-oxopyridin-1(2H)-yl]-N-[4-(1H-tetrazol-5-yl)phenyl]hexanamide). Reaction SMILES: [Cl:1][C:2]1[CH:3]=[CH:4][C:5]([C:23]#[N:24])=[C:6]([C:8]2[CH:13]=[CH:12][N:11]([CH:14]([CH2:18][CH2:19][CH2:20][CH3:21])[C:15](O)=[O:16])[C:10](=[O:22])[CH:9]=2)[CH:7]=1.[NH:25]1[C:29]([C:30]2[CH:36]=[CH:35][C:33]([NH2:34])=[CH:32][CH:31]=2)=[N:28][N:27]=[N:26]1>>[Cl:1][C:2]1[CH:3]=[CH:4][C:5]([C:23]#[N:24])=[C:6]([C:8]2[CH:13]=[CH:12][N:11]([CH:14]([CH2:18][CH2:19][CH2:20][CH3:21])[C:15]([NH:34][C:33]3[CH:35]=[CH:36][C:30]([C:29]4[NH:28][N:27]=[N:26][N:25]=4)=[CH:31][CH:32]=3)=[O:16])[C:10](=[O:22])[CH:9]=2)[CH:7]=1. Procedure details: 95 mg (purity 78%, 0.22 mmol) of 2-[4-(5-chloro-2-cyanophenyl)-2-oxopyridin-1(2H)-yl]hexanoic acid (racemate) (Example 5.1C) and 42 mg (0.26 mmol) of 4-(1H-tetrazol-5-yl)aniline were reacted according to General Method 1. Yield: 32 mg (30% of theory)